This data is from the Open Reaction Database (ORD), a public repository of structured organic reaction records. The task is: describe an organic reaction: reactants, conditions, products, and yield Starting materials: O=C([O-])[O-], CCOC(=O)c1cc2cc(O)ccc2[nH]1, CN(C)C=O, CCOC(C)=O, CN(C)C(=O)CCl, [Cs+], [Cs+]. The product is CCOC(=O)c1cc2cc(OCC(=O)N(C)C)ccc2[nH]1. As a reaction SMILES: [C:23](=[O:24])([O-:25])[O-:26].[CH2:1]([CH3:2])[O:3][C:4](=[O:5])[c:6]1[nH:7][c:8]2[cH:9][cH:10][c:11]([OH:15])[cH:12][c:13]2[cH:14]1.[CH3:29][N:30]([CH3:31])[CH:32]=[O:33].[CH3:34][CH2:35][O:36][C:37](=[O:38])[CH3:39].[Cl:16][CH2:17][C:18](=[O:19])[N:20]([CH3:21])[CH3:22].[Cs+:27].[Cs+:28]>>[CH2:1]([CH3:2])[O:3][C:4](=[O:5])[c:6]1[nH:7][c:8]2[cH:9][cH:10][c:11]([O:15][CH2:17][C:18](=[O:19])[N:20]([CH3:21])[CH3:22])[cH:12][c:13]2[cH:14]1. The reactants are solution, C(CCC)[Li] (n-butyllithium), BrC(C(=O)OCC)(C)C (ethyl bromoisobutyrate), C(C1=CC=CC=C1)Br (benzylbromide), S(O)(O)(=O)=O (sulfuric acid). Solvent: CCCCCC (n-hexane), O1CCCC1 (tetrahydrofuran). Conditions: temperature -20 celsius, time 3 hour. The product is CC(C(=O)OCC)(CC1=CC=CC=C1)C (Ethyl 2,2-dimethyl-3-phenylpropionate). As a reaction SMILES: C([Li])CCC.Br[C:7]([CH3:14])([CH3:13])[C:8]([O:10][CH2:11][CH3:12])=[O:9].[CH2:15](Br)[C:16]1[CH:21]=[CH:20][CH:19]=[CH:18][CH:17]=1.S(=O)(=O)(O)O>CCCCCC.O1CCCC1>[CH3:13][C:7]([CH3:14])([CH2:15][C:16]1[CH:21]=[CH:20][CH:19]=[CH:18][CH:17]=1)[C:8]([O:10][CH2:11][CH3:12])=[O:9]. Procedure: 25 ml of a 1.6M solution of n-butyllithium in n-hexane were added dropwise to a solution of 5.3 ml (7 g, 36 mmol) of ethyl bromoisobutyrate in 20 ml of tetrahydrofuran at -75° to -70° C. The mixture was then warmed to -20° C., 6.42 ml (9.43 g, 54 mmol) of benzylbromide were added dropwise and the mixture was subsequently stirred at room temperature for a further 3 hours. Dilute sulfuric acid was then added to the reaction mixture and the mixture was extracted twice with ether. The organic phase ... The reactants are [BH4-], CCc1ccc(C(=O)N(CC2CN(C(=O)OC(C)(C)C)CC2C=O)C(C)C)cc1OCCCOC, CN, CO, ClCCl, [NH4+], [Na+], [OH-]. The product is CCc1ccc(C(=O)N(CC2CN(C(=O)OC(C)(C)C)CC2CNC)C(C)C)cc1OCCCOC. RXN SMILES: [BH4-:38].[C:1]([CH3:2])([CH3:3])([CH3:4])[O:5][C:6](=[O:7])[N:8]1[CH2:9][CH:10]([CH2:15][N:16]([CH:17]([CH3:18])[CH3:19])[C:20]([c:21]2[cH:22][c:23]([O:29][CH2:30][CH2:31][CH2:32][O:33][CH3:34])[c:24]([CH2:27][CH3:28])[cH:25][cH:26]2)=[O:35])[CH:11]([CH:13]=[O:14])[CH2:12]1.[CH3:36][NH2:37].[CH3:43][OH:44].[Cl:40][CH2:41][Cl:42].[NH4+:46].[Na+:39].[OH-:45]>>[C:1]([CH3:2])([CH3:3])([CH3:4])[O:5][C:6](=[O:7])[N:8]1[CH2:9][CH:10]([CH2:15][N:16]([CH:17]([CH3:18])[CH3:19])[C:20]([c:21]2[cH:22][c:23]([O:29][CH2:30][CH2:31][CH2:32][O:33][CH3:34])[c:24]([CH2:27][CH3:28])[cH:25][cH:26]2)=[O:35])[CH:11]([CH2:13][NH:37][CH3:36])[CH2:12]1. Reactants: Nc1ccc2cc(O)ccc2c1, O=C(Cl)Cc1ccccc1. The product is O=C(Cc1ccccc1)Nc1ccc2cc(O)ccc2c1. As a reaction SMILES: [NH2:1][c:2]1[cH:3][c:4]2[cH:5][cH:6][c:7]([OH:12])[cH:8][c:9]2[cH:10][cH:11]1.[c:13]1([CH2:19][C:20](=[O:21])[Cl:22])[cH:14][cH:15][cH:16][cH:17][cH:18]1>>[NH:1]([c:2]1[cH:3][c:4]2[cH:5][cH:6][c:7]([OH:12])[cH:8][c:9]2[cH:10][cH:11]1)[C:20]([CH2:19][c:13]1[cH:14][cH:15][cH:16][cH:17][cH:18]1)=[O:21].